This data is from the Open Reaction Database (ORD), a public repository of structured organic reaction records. The task is: describe an organic reaction: reactants, conditions, products, and yield The reactants are C(#N)C=1C=C2CCC(C2=CC1)CNCCNC(OC(C)(C)C)=O (tert-Butyl (2-{[(5-cyano-2,3-dihydro-1H-inden-1-yl)methyl]amino}ethyl)carbamate), ClCC(=O)Cl (chloro-acetyl chloride), TEA. The solvent is C(Cl)Cl (DCM), C(Cl)Cl (DCM). Conditions: time 12 hour. Yields the product ClCC(=O)N(CCNC(OC(C)(C)C)=O)CC1CCC2=CC(=CC=C12)C#N (tert-butyl (2-{(chloroacetyl)[(5-cyano-2,3-dihydro-1H-inden-1-yl)methyl]amino}ethyl)carbamate). As a reaction SMILES: [C:1]([C:3]1[CH:4]=[C:5]2[C:9](=[CH:10][CH:11]=1)[CH:8]([CH2:12][NH:13][CH2:14][CH2:15][NH:16][C:17](=[O:23])[O:18][C:19]([CH3:22])([CH3:21])[CH3:20])[CH2:7][CH2:6]2)#[N:2].[Cl:24][CH2:25][C:26](Cl)=[O:27]>C(Cl)Cl>[Cl:24][CH2:25][C:26]([N:13]([CH2:12][CH:8]1[C:9]2[C:5](=[CH:4][C:3]([C:1]#[N:2])=[CH:11][CH:10]=2)[CH2:6][CH2:7]1)[CH2:14][CH2:15][NH:16][C:17](=[O:23])[O:18][C:19]([CH3:20])([CH3:22])[CH3:21])=[O:27]. Procedure details: A mixture of tert-Butyl (2-{[(5-cyano-2,3-dihydro-1H-inden-1-yl)methyl]amino}ethyl)carbamate (184 mg, 0.58 mmol), chloro-acetyl chloride (85 mg, 0.76 mmol) and TEA (135 mg, 1.3 mmol) in 20 mL DCM was stirred at RT for 12 hours. The mixture was diluted with 50 mL DCM and then washed with water and brine, dried over anhydrous Na2SO4 and concentrated. The residue was purified via prep-TLC (EA/PE=1:1) to give the title compound. MS m/z: 392 [M+1]+. Starting materials: O=C1CCC(=O)N1Br, CN(C)C=O, CC(O)(CO)c1ccc(C(=O)Nc2cc3c(ccn3C3CC3)cn2)cc1. Yields the product CC(O)(CO)c1ccc(C(=O)Nc2cc3c(cn2)c(Br)cn3C2CC2)cc1. As a reaction SMILES: [Br:27][N:28]1[C:29](=[O:30])[CH2:31][CH2:32][C:33]1=[O:34].[CH3:35][N:36]([CH3:37])[CH:38]=[O:39].[CH:1]1([n:4]2[cH:5][cH:6][c:7]3[cH:8][n:9][c:10]([NH:13][C:14]([c:15]4[cH:16][cH:17][c:18]([C:21]([CH2:22][OH:23])([CH3:24])[OH:25])[cH:19][cH:20]4)=[O:26])[cH:11][c:12]23)[CH2:2][CH2:3]1>>[CH:1]1([n:4]2[cH:5][c:6]([Br:27])[c:7]3[cH:8][n:9][c:10]([NH:13][C:14]([c:15]4[cH:16][cH:17][c:18]([C:21]([CH2:22][OH:23])([CH3:24])[OH:25])[cH:19][cH:20]4)=[O:26])[cH:11][c:12]23)[CH2:2][CH2:3]1. The reactants are FC(OC=1C=C(N)C=CC1)F (3-(difluoromethoxy)-aniline), CC1=C(C=C(C=C1)S(=O)(=O)Cl)N1CCN(CC1)C(C(F)(F)F)=O (4-methyl-3-[4-(2,2,2-trifluoro-acetyl)-piperazin-1-yl]-benzenesulfonylchloride). Solvent: N1=CC=CC=C1 (pyridine). Reaction conditions: time 16 hour. Yields the product FC(OC=1C=C(C=CC1)NS(=O)(=O)C1=CC(=C(C=C1)C)N1CCN(CC1)C(C(F)(F)F)=O)F (N-(3-Difluoromethoxy-phenyl)-4-methyl-3-[4-(2,2,2-trifluoro-acetyl)-piperazin-1-yl]-benzenesulfonamide). Isolated yield 47.3%. As a reaction SMILES: [F:1][CH:2]([F:11])[O:3][C:4]1[CH:5]=[C:6]([CH:8]=[CH:9][CH:10]=1)[NH2:7].[CH3:12][C:13]1[CH:18]=[CH:17][C:16]([S:19](Cl)(=[O:21])=[O:20])=[CH:15][C:14]=1[N:23]1[CH2:28][CH2:27][N:26]([C:29](=[O:34])[C:30]([F:33])([F:32])[F:31])[CH2:25][CH2:24]1>N1C=CC=CC=1>[F:1][CH:2]([F:11])[O:3][C:4]1[CH:5]=[C:6]([NH:7][S:19]([C:16]2[CH:17]=[CH:18][C:13]([CH3:12])=[C:14]([N:23]3[CH2:28][CH2:27][N:26]([C:29](=[O:34])[C:30]([F:33])([F:31])[F:32])[CH2:25][CH2:24]3)[CH:15]=2)(=[O:21])=[O:20])[CH:8]=[CH:9][CH:10]=1. Procedure details: 0.429 g of 3-(difluoromethoxy)-aniline (2.7 mmol) were dissolved in 5 mL of pyridine. 1 g of 4-methyl-3-[4-(2,2,2-trifluoro-acetyl)-piperazin-1-yl]-benzenesulfonylchloride (2.7 mmol) were added slowly at room temperature. After stirring for 16 h at room temperature, the reaction mixture was evaporated several times after addition of toluene. The residue was dissolved in dichloromethane and washed several times with 5% aqueous ammonium chloride. The organic phase was then washed with saturated aq... The reactants are NC1=C(C=CC(=C1)OC)C1CC=2C=CC(=CC2CC1)O (6-(2-amino-4-methoxyphenyl)-5,6,7,8-tetrahydronaphthalen-2-ol), ClC(=O)OCCCl (2-chloroethyl chloroformate). Run in ice water, N1=CC=CC=C1 (pyridine). Run at temperature 180 celsius, time 6.5 hour. Product: OCCNC1=C(C=CC(=C1)OC)C1CC=2C=CC(=CC2CC1)O (6-[2-(2-Hydroxyethylamino)-4-methoxyphenyl]-5,6,7,8-tetrahydronaphthalen-2-ol). As a reaction SMILES: [NH2:1][C:2]1[CH:7]=[C:6]([O:8][CH3:9])[CH:5]=[CH:4][C:3]=1[CH:10]1[CH2:19][CH2:18][C:17]2[CH:16]=[C:15]([OH:20])[CH:14]=[CH:13][C:12]=2[CH2:11]1.ClC([O:24][CH2:25][CH2:26]Cl)=O>N1C=CC=CC=1>[OH:24][CH2:25][CH2:26][NH:1][C:2]1[CH:7]=[C:6]([O:8][CH3:9])[CH:5]=[CH:4][C:3]=1[CH:10]1[CH2:19][CH2:18][C:17]2[CH:16]=[C:15]([OH:20])[CH:14]=[CH:13][C:12]=2[CH2:11]1. Reported procedure: To a solution of 6-(2-amino-4-methoxyphenyl)-5,6,7,8-tetrahydronaphthalen-2-ol (1.6 g) in pyridine (6 ml) was added dropwise 2-chloroethyl chloroformate (1.4 ml) on an ice bath, and the solution was stirred for 6.5 hours. The solution was diluted with ice water, and then extracted with ethyl acetate. The solution was washed with brine, dried over anhydrous magnesium sulfate, and then the solvent was evaporated in vacuo. To the residue were added potassium hydroxide (3.0 g) and ethylene glycol (1... Reactants: C1CCOC1, CN, N#Cc1ccnc(Cl)n1. Product: CNc1nccc(C#N)n1. As a reaction SMILES: [CH2:12]1[O:13][CH2:14][CH2:15][CH2:16]1.[CH3:10][NH2:11].[Cl:1][c:2]1[n:3][cH:4][cH:5][c:6]([C:8]#[N:9])[n:7]1>>[c:2]1([NH:11][CH3:10])[n:3][cH:4][cH:5][c:6]([C:8]#[N:9])[n:7]1. Starting materials: CN1CS(C2=C1C=CC(=C2)CCN)=O (3-methyl-6-(2-aminoethyl)benzothiazolinone), [I-].[K+] (potassium iodide), BrCCCCN1C(C=2C(C1=O)=CC=CC2)=O (N-(4-bromo-butyl)phthalimide), C([O-])([O-])=O.[K+].[K+] (potassium carbonate). The solvent is CN(C=O)C (dimethyl-formamide). Run at temperature 60 celsius, time 6 hour. Product: CN1CS(C2=C1C=CC(=C2)CCNCCCCN2C(C=1C(C2=O)=CC=CC1)=O)=O (3-Methyl-6-{2-[N-(4-phthalimidobutyl)amino]ethyl}benzothiazolinone). RXN SMILES: [CH3:1][N:2]1[C:6]2[CH:7]=[CH:8][C:9]([CH2:11][CH2:12][NH2:13])=[CH:10][C:5]=2[S:4](=[O:14])[CH2:3]1.Br[CH2:16][CH2:17][CH2:18][CH2:19][N:20]1[C:24](=[O:25])[C:23]2=[CH:26][CH:27]=[CH:28][CH:29]=[C:22]2[C:21]1=[O:30].C(=O)([O-])[O-].[K+].[K+].[I-].[K+]>CN(C)C=O>[CH3:1][N:2]1[C:6]2[CH:7]=[CH:8][C:9]([CH2:11][CH2:12][NH:13][CH2:16][CH2:17][CH2:18][CH2:19][N:20]3[C:24](=[O:25])[C:23]4=[CH:26][CH:27]=[CH:28][CH:29]=[C:22]4[C:21]3=[O:30])=[CH:10][C:5]=2[S:4](=[O:14])[CH2:3]1 |f:2.3.4,5.6|. Procedure: In a round-bottomed flask, 2.2 mmol of 3-methyl-6-(2-aminoethyl)benzothiazolinone, obtained in the previous example, are dissolved in 20 ml of dimethyl-formamide in the presence of 2.4 mmol of N-(4-bromo-butyl)phthalimide, 6.6 mmol of potassium carbonate and a catalytic amount of potassium iodide. The mixture is left stirring at 60° C. for 6 hours. After cooling, the solvent is evaporated off and/or extracted with chloroform after adding water. Reactants: O=C(n1ccnc1)n1ccnc1, CCOC(C)=O, CC1(C)CC(NCCN)c2cc(-c3ccc(Cl)cc3)c(-c3ccc(Cl)cc3Cl)nc2O1, ClC(Cl)Cl. Product: CC1(C)CC(N2CCNC2=O)c2cc(-c3ccc(Cl)cc3)c(-c3ccc(Cl)cc3Cl)nc2O1. As a reaction SMILES: [C:1](=[O:2])([n:3]1[cH:4][cH:5][n:6][cH:7]1)[n:8]1[cH:9][cH:10][n:11][cH:12]1.[CH3:48][CH2:49][O:50][C:51]([CH3:52])=[O:53].[Cl:13][c:14]1[cH:15][cH:16][c:17](-[c:20]2[cH:21][c:22]3[c:23]([n:24][c:25]2-[c:26]2[c:27]([Cl:33])[cH:28][c:29]([Cl:32])[cH:30][cH:31]2)[O:34][C:35]([CH3:42])([CH3:43])[CH2:36][CH:37]3[NH:38][CH2:39][CH2:40][NH2:41])[cH:18][cH:19]1.[Cl:44][CH:45]([Cl:46])[Cl:47]>>[C:1]1(=[O:2])[N:38]([CH:37]2[c:22]3[cH:21][c:20](-[c:17]4[cH:16][cH:15][c:14]([Cl:13])[cH:19][cH:18]4)[c:25](-[c:26]4[c:27]([Cl:33])[cH:28][c:29]([Cl:32])[cH:30][cH:31]4)[n:24][c:23]3[O:34][C:35]([CH3:42])([CH3:43])[CH2:36]2)[CH2:39][CH2:40][NH:41]1.